From a dataset of the Open Reaction Database (ORD), a public repository of structured organic reaction records. describe an organic reaction: reactants, conditions, products, and yield The reactants are N#N.C(C1=CC=CC=C1)OC(=O)N[C@@H](CS(=O)C)C(=O)N[C@H]([C@@H](C[C@@]1(N(CCC1)C(C)(C)C)C(=O)[NH2]=O)O)CC1=CC=CC=C1 (N2 [3(S)-[[N-(benzyloxycarbonyl)-3-(methylsulphinyl)-L-alanyl]amino]-2(R)-hydroxy-4-phenylbutyl]-N1 -tert.butyl-L-prolinamide N2 -oxide), ClC1=CC(=CC=C1)C(=O)OO (3-chloroperbenzoic acid). Solvent: CO (methanol). Conditions: temperature 20 celsius, time 16 hour. The product is N#N.O.C(C1=CC=CC=C1)OC(=O)N[C@@H](CS(=O)(=O)C)C(=O)N[C@H]([C@@H](C[C@@]1(N(CCC1)C(C)(C)C)C(=O)[NH2]=O)O)CC1=CC=CC=C1 (N2 [3(S)-[[N-(benzyloxycarbonyl)-3-(methylsulphonyl)-L-alanyl]amino]-2(R)-hydroxy-4-phenylbutyl]-N1 -tert.butyl-L-prolinamide N2 -oxide monohydrate). The yield is 34.5%. As a reaction SMILES: [N:1]#[N:2].[CH2:3]([O:10][C:11]([NH:13][C@H:14]([C:19]([NH:21][C@@H:22]([CH2:39][C:40]1[CH:45]=[CH:44][CH:43]=[CH:42][CH:41]=1)[C@H:23]([OH:38])[CH2:24][C@@:25]1([C:34]([NH2:36]=[O:37])=[O:35])[CH2:29][CH2:28][CH2:27][N:26]1[C:30]([CH3:33])([CH3:32])[CH3:31])=[O:20])[CH2:15][S:16]([CH3:18])=[O:17])=[O:12])[C:4]1[CH:9]=[CH:8][CH:7]=[CH:6][CH:5]=1.ClC1C=CC=C(C(OO)=[O:54])C=1>CO>[N:1]#[N:2].[OH2:10].[CH2:3]([O:10][C:11]([NH:13][C@H:14]([C:19]([NH:21][C@@H:22]([CH2:39][C:40]1[CH:41]=[CH:42][CH:43]=[CH:44][CH:45]=1)[C@H:23]([OH:38])[CH2:24][C@@:25]1([C:34]([NH2:36]=[O:37])=[O:35])[CH2:29][CH2:28][CH2:27][N:26]1[C:30]([CH3:33])([CH3:32])[CH3:31])=[O:20])[CH2:15][S:16]([CH3:18])(=[O:54])=[O:17])=[O:12])[C:4]1[CH:9]=[CH:8][CH:7]=[CH:6][CH:5]=1 |f:0.1,4.5.6|. Reported procedure: A solution of 154 mg of N2 -[3(S)-[[N-(benzyloxycarbonyl)-3-(methylsulphinyl)-L-alanyl]amino]-2(R)-hydroxy-4-phenylbutyl]-N1 -tert.butyl-L-prolinamide N2 -oxide (two diastereomers) in 5 ml of methanol was treated with 84 mg of 3-chloroperbenzoic acid and the solution was stirred at 20° C. for 16 hours. The solvent was removed by evaporation and the residue was partitioned between dichloromethane and 2M sodium hydroxide solution. The organic phase was evaporated and the residue was crystallized f... Starting materials: CN1N=C(C=C1O)C(F)(F)F (1-Methyl-3-(trifluoromethyl)-1H-pyrazol-5-ol), ClC=1N=NC=C(C1)OC (3-chloro-5-methoxypyridazine), 2,6-1-lutidine, Cl (HCl). Run in C1(=CC=CC=C1)C (toluene). Reaction conditions: time 22.5 hour. Yields the product COC=1C=C(N=NC1)OC1=CC(=NN1C)C(F)(F)F (5-methoxy-3-[[1-methyl-3-(trifluoromethyl)-1H-pyrazol-5-yl]oxy]-pyridazine). Isolated yield 95.0%. Reaction SMILES: [CH3:1][N:2]1[C:6]([OH:7])=[CH:5][C:4]([C:8]([F:11])([F:10])[F:9])=[N:3]1.Cl[C:13]1[N:14]=[N:15][CH:16]=[C:17]([O:19][CH3:20])[CH:18]=1.Cl>C1(C)C=CC=CC=1>[CH3:20][O:19][C:17]1[CH:18]=[C:13]([O:7][C:6]2[N:2]([CH3:1])[N:3]=[C:4]([C:8]([F:9])([F:10])[F:11])[CH:5]=2)[N:14]=[N:15][CH:16]=1. Procedure details: 1-Methyl-3-(trifluoromethyl)-1H-pyrazol-5-ol (4.0 g, 0.024 mole), 3-chloro-5-methoxypyridazine (3.5 g, 0.024 mole), and 2,6-1-lutidine (3.0 g, 0.028 mole) were heated to reflux in toluene (75 mL) under N2 and held there for 22.5 h. The mixture was poured into diluted HCl (1%) aqueous solution and extracted 2×100 mL with ethyl acetate. The organic layer was extracted with brine followed by dilute NaOH (1%, 2×100 mL). The organic layer was dried (MgSO4), filtered through silica gel with ethyl acet... Yields the product COC(=O)C1CSCCN1. RXN SMILES: [CH3:2][O:3][C:4]([CH:5]([CH2:6][S:7][CH2:8][CH2:9][Cl:10])[NH2:11])=[O:12].[ClH:1].[O:13]=[CH:14][N:15]([CH3:16])[CH3:17]>>[CH3:2][O:3][C:4]([CH:5]1[CH2:6][S:7][CH2:8][CH2:9][NH:11]1)=[O:12]. Starting materials: COC(=O)C(N)CSCCCl, Cl, CN(C)C=O. Starting materials: CCc1nn(CCOCOCCOC)c(CC)c1Oc1cc(C#N)cc(C#N)c1, CCO, Cl, NO, [Na+], [Na+], O=C([O-])[O-], O. Yields the product CCc1nn(CCOCOCCOC)c(CC)c1Oc1cc(C#N)cc(C(N)=NO)c1. As a reaction SMILES: [CH2:1]([CH3:2])[c:3]1[n:4][n:5]([CH2:21][CH2:22][O:23][CH2:24][O:25][CH2:26][CH2:27][O:28][CH3:29])[c:6]([CH2:19][CH3:20])[c:7]1[O:8][c:9]1[cH:10][c:11]([C:17]#[N:18])[cH:12][c:13]([C:14]#[N:15])[cH:16]1.[CH3:39][CH2:40][OH:41].[ClH:36].[NH2:37][OH:38].[Na+:30].[Na+:31].[O-:32][C:33](=[O:34])[O-:35].[OH2:42]>>[CH2:1]([CH3:2])[c:3]1[n:4][n:5]([CH2:21][CH2:22][O:23][CH2:24][O:25][CH2:26][CH2:27][O:28][CH3:29])[c:6]([CH2:19][CH3:20])[c:7]1[O:8][c:9]1[cH:10][c:11]([C:17]([NH2:18])=[N:37][OH:38])[cH:12][c:13]([C:14]#[N:15])[cH:16]1.